Dataset: the Open Reaction Database (ORD), a public repository of structured organic reaction records. Task: describe an organic reaction: reactants, conditions, products, and yield Product: S1C2=C(C=C1)C=CC=C2 (benzo(b)thiophene). Reaction SMILES: Cl[C:2]1[S:6][CH:5]=[CH:4][C:3]=1[CH2:7]Br.[Cl-].C[N+](C(=O)CCCCCCC)(C(=O)CCCCCCC)[C:12](=O)[CH2:13][CH2:14]CCCCC.C(Cl)(Cl)Cl>O1CCCC1.[OH-].[Na+]>[S:6]1[CH:5]=[CH:4][C:3]2[CH:7]=[CH:12][CH:13]=[CH:14][C:2]1=2 |f:1.2,5.6|. The solvent is O1CCCC1 (tetrahydrofuran), [OH-].[Na+] (sodium hydroxide). Reactants: cis-6-chloro-2,3-dihydro-3-hydroxy-2-[(1', 2', 4'-triazolyl)-1'-methyl]benzo(b)thiophene, ClC1=C(C=CS1)CBr (2-chloro-3-thenylbromide), [Cl-].C[N+](C(CCCCCCC)=O)(C(CCCCCCC)=O)C(CCCCCCC)=O (methyl tricaprylyl ammonium chloride), C(Cl)(Cl)Cl (chloroform). Procedure details: Stir cis-6-chloro-2,3-dihydro-3-hydroxy-2-[(1', 2', 4'-triazolyl)-1'-methyl]benzo(b)thiophene (1.17 gms., 4.37 mmols), 2-chloro-3-thenylbromide (1.06 gms., 5.0 mmol) and methyl tricaprylyl ammonium chloride (0.1 gm.) in tetrahydrofuran (25 ml) and 50% sodium hydroxide (10 ml) at room temperature for one hour. Pour the reaction mixture into chloroform (500 ml.) and extract with two 500 ml. portions of water. Dry the chloroform solution over anhydrous magnesium sulfate, filter and evaporate in vac... The reactants are ClC=1N=NC(=CC1)C1=CSC=C1 (3-chloro-6-(3-thienyl)pyridazine), C(=O)NN (formic acid hydrazide). Solvent: C(CCC)O (n-butyl alcohol). The product is S1C=C(C=C1)C=1C=CC=2N(N1)C=NN2 (6-(3-Thienyl)-1,2,4-triazolo[4,3-b]pyridazine). Reaction SMILES: Cl[C:2]1[N:3]=[N:4][C:5]([C:8]2[CH:12]=[CH:11][S:10][CH:9]=2)=[CH:6][CH:7]=1.[CH:13]([NH:15][NH2:16])=O>C(O)CCC>[S:10]1[CH:11]=[CH:12][C:8]([C:5]2[CH:6]=[CH:7][C:2]3[N:3]([CH:13]=[N:15][N:16]=3)[N:4]=2)=[CH:9]1. Reported procedure: A mixture of 1.5 g. of 3-chloro-6-(3-thienyl)pyridazine and 0.96 g. of formic acid hydrazide in 50 ml. of n-butyl alcohol is heated at the reflux temperature for 48 hours. The reaction mixture is concentrated free of volatiles and the residue is partitioned between dilute sodium hydroxide and methylene chloride. The organic layer is dried over anhydrous sodium sulfate, filtered and evaporated. The residue is recrystallized from methylene chloride-hexane to give a solid. The solid is recrystalliz... Reactants: O=C([O-])[O-], COC(=O)c1cc(CSc2ccc(B3OC(C)(C)C(C)(C)O3)cc2)c(C)o1, ClCCl, [Cs+], [Cs+], FC(F)Oc1ccc(I)cc1, C1COCCO1. Yields the product COC(=O)c1cc(CSc2ccc(-c3ccc(OC(F)F)cc3)cc2)c(C)o1. Reaction SMILES: [C:42](=[O:43])([O-:44])[O-:45].[CH3:4][O:5][C:6](=[O:7])[c:8]1[o:9][c:10]([CH3:30])[c:11]([CH2:13][S:14][c:15]2[cH:16][cH:17][c:18]([B:21]3[O:22][C:23]([CH3:24])([CH3:25])[C:26]([CH3:27])([CH3:28])[O:29]3)[cH:19][cH:20]2)[cH:12]1.[Cl:1][CH2:2][Cl:3].[Cs+:46].[Cs+:47].[F:31][CH:32]([O:33][c:34]1[cH:35][cH:36][c:37]([I:40])[cH:38][cH:39]1)[F:41].[O:48]1[CH2:49][CH2:50][O:51][CH2:52][CH2:53]1>>[CH3:4][O:5][C:6](=[O:7])[c:8]1[o:9][c:10]([CH3:30])[c:11]([CH2:13][S:14][c:15]2[cH:16][cH:17][c:18](-[c:37]3[cH:36][cH:35][c:34]([O:33][CH:32]([F:31])[F:41])[cH:39][cH:38]3)[cH:19][cH:20]2)[cH:12]1. RXN SMILES: [C:28](=[O:29])([O:30][CH2:31][c:32]1[cH:33][cH:34][cH:35][cH:36][cH:37]1)[N:38]1[CH:39]([C:40](=[O:41])[OH:42])[CH2:43][CH2:44][CH2:45]1.[CH3:71][OH:72].[CH:56]1([N:57]=[C:58]=[N:59][CH:60]2[CH2:61][CH2:62][CH2:63][CH2:64][CH2:65]2)[CH2:66][CH2:67][CH2:68][CH2:69][CH2:70]1.[H:26][H:27].[NH2:1][C:2]([CH2:3][O:4][CH2:5][CH:6]([CH2:7][c:8]1[cH:9][cH:10][cH:11][cH:12][cH:13]1)[NH:14][C:15](=[O:16])[O:17][CH2:18][c:19]1[cH:20][cH:21][cH:22][cH:23][cH:24]1)=[O:25].[OH:46][n:47]1[c:48]2[cH:49][cH:50][cH:51][cH:52][c:53]2[n:54][n:55]1>>[NH2:1][C:2]([CH2:3][O:4][CH2:5][CH:6]([CH2:7][c:8]1[cH:9][cH:10][cH:11][cH:12][cH:13]1)[NH:14][C:40]([CH:39]1[N:38]([C:28](=[O:29])[O:30][CH2:31][c:32]2[cH:33][cH:34][cH:35][cH:36][cH:37]2)[CH2:45][CH2:44][CH2:43]1)=[O:42])=[O:25]. Starting materials: O=C(O)C1CCCN1C(=O)OCc1ccccc1, CO, C(=NC1CCCCC1)=NC1CCCCC1, [H][H], NC(=O)COCC(Cc1ccccc1)NC(=O)OCc1ccccc1, On1nnc2ccccc21. Product: NC(=O)COCC(Cc1ccccc1)NC(=O)C1CCCN1C(=O)OCc1ccccc1. Starting materials: C(=O)(OC(C)(C)C)N(C)C1=C(C=CC(=C1)[N+](=O)[O-])O (2-(N-BOC,N-methylamino)-4-nitrophenol), [Br-].C(C)(=O)O[C@H]1[C@@H](O)O[C@@H]([C@H]([C@@H]1OC(C)=O)OC(C)=O)C(=O)OC (methyl 2,3,4-tri-O-acetyl-a-D-glucuronate bromide). The reagents and catalysts are [Ag]=O (Silver oxide). The solvent is C(C)#N (acetonitrile). Run at time 1 hour. Yields the product C(=O)(OC(C)(C)C)N(C)C1=C(C=CC(=C1)[N+](=O)[O-])[C@]1(O)[C@H](OC(C)=O)[C@@H](OC(C)=O)[C@H](OC(C)=O)[C@H](O1)C(=O)OC (Methyl 2-(N-BOC,N-methylamino)-4-nitrophenyl-2,3,4-tri-O-acetyl-β-D-glucuronate). As a reaction SMILES: [C:1]([N:8]([C:10]1[CH:15]=[C:14]([N+:16]([O-:18])=[O:17])[CH:13]=[CH:12][C:11]=1O)[CH3:9])([O:3][C:4]([CH3:7])([CH3:6])[CH3:5])=[O:2].[Br-].[C:21]([O:24][C@@H:25]1[C@@H:31]([O:32][C:33](=[O:35])[CH3:34])[C@H:30]([O:36][C:37](=[O:39])[CH3:38])[C@@H:29]([C:40]([O:42][CH3:43])=[O:41])[O:28][C@@H:26]1[OH:27])(=[O:23])[CH3:22]>C(#N)C.[Ag]=O>[C:1]([N:8]([C:10]1[CH:15]=[C:14]([N+:16]([O-:18])=[O:17])[CH:13]=[CH:12][C:11]=1[C@:26]1([O:28][C@H:29]([C:40]([O:42][CH3:43])=[O:41])[C@@H:30]([O:36][C:37](=[O:39])[CH3:38])[C@H:31]([O:32][C:33](=[O:35])[CH3:34])[C@H:25]1[O:24][C:21](=[O:23])[CH3:22])[OH:27])[CH3:9])([O:3][C:4]([CH3:7])([CH3:6])[CH3:5])=[O:2] |f:1.2|. Reported procedure: Silver oxide (0.23 g, 0.992 mmol) and 2-(N-BOC,N-methylamino)-4-nitrophenol (3) were added to a solution of methyl 2,3,4-tri-O-acetyl-a-D-glucuronate bromide (4) (126 mg, 0.317 mmol) in acetonitrile (5 ml). The reaction mixture was stirred at room temperature for 1 hour, filtered through Celite and concentrated in vacuo. The product was chromatographed on silica gel (eluent dichloromethane/methanol 97.5/2.5). Yield 165 mg (89%). Starting materials: COCCCn1ncc2ccc(CO)cc21, ClCCl, O=C1CCC(=O)N1Br, c1ccc(P(c2ccccc2)c2ccccc2)cc1. The product is COCCCn1ncc2ccc(CBr)cc21. RXN SMILES: [CH3:1][O:2][CH2:3][CH2:4][CH2:5][n:6]1[n:7][cH:8][c:9]2[cH:10][cH:11][c:12]([CH2:15][OH:16])[cH:13][c:14]12.[Cl:44][CH2:45][Cl:46].[O:36]=[C:37]1[N:38]([Br:43])[C:39](=[O:40])[CH2:41][CH2:42]1.[c:17]1([P:18]([c:19]2[cH:20][cH:21][cH:22][cH:23][cH:24]2)[c:25]2[cH:26][cH:27][cH:28][cH:29][cH:30]2)[cH:31][cH:32][cH:33][cH:34][cH:35]1>>[CH3:1][O:2][CH2:3][CH2:4][CH2:5][n:6]1[n:7][cH:8][c:9]2[cH:10][cH:11][c:12]([CH2:15][Br:43])[cH:13][c:14]12. Reactants: C(C)(C)(C)O[C@H](C(=O)O)C1=C(C2=CC=C(C=C2C=C1C)C1=NC=CC=C1)C1=CC=C(C=C1)Cl ((S)-2-tert-Butoxy-2-(1-(4-chlorophenyl)-3-methyl-6-(pyridin-2-yl)naphthalen-2-yl)acetic acid), C(CCC)[Sn](C1=NC=CC=C1)(CCCC)CCCC (2-(tributylstannyl)pyridine). Product: C(C)(C)(C)O[C@H](C(=O)O)C1=C(C2=CC=C(C=C2C=C1C)C=1N=CN(C1)C)C1=CC=C(C=C1)Cl ((S)-2-tert-butoxy-2-(1-(4-chlorophenyl)-3-methyl-6-(1-methyl-1H-imidazol-4-yl)naphthalen-2-yl)acetic acid). RXN SMILES: [C:1]([O:5][C@@H:6]([C:10]1[C:19]([CH3:20])=[CH:18][C:17]2[C:12](=[CH:13][CH:14]=[C:15]([C:21]3[CH:26]=CC=[CH:23][N:22]=3)[CH:16]=2)[C:11]=1[C:27]1[CH:32]=[CH:31][C:30]([Cl:33])=[CH:29][CH:28]=1)[C:7]([OH:9])=[O:8])([CH3:4])([CH3:3])[CH3:2].C([Sn](CCCC)(CCCC)[C:39]1C=CC=C[N:40]=1)CCC>>[C:1]([O:5][C@@H:6]([C:10]1[C:19]([CH3:20])=[CH:18][C:17]2[C:12](=[CH:13][CH:14]=[C:15]([C:21]3[N:22]=[CH:23][N:40]([CH3:39])[CH:26]=3)[CH:16]=2)[C:11]=1[C:27]1[CH:28]=[CH:29][C:30]([Cl:33])=[CH:31][CH:32]=1)[C:7]([OH:9])=[O:8])([CH3:2])([CH3:4])[CH3:3]. Procedure details: (S)-2-tert-butoxy-2-(1-(4-chlorophenyl)-3-methyl-6-(1-methyl-1H-imidazol-4-yl)naphthalen-2-yl)acetic acid (64) was prepared in a similar fashion to compound 63 with the substitution of 1-methyl-4-(tributylstannyl)-1H-imidazole for 2-(tributylstannyl)pyridine in step 1. The title compound (0.026 g) was isolated as an amorphous white powder. LCMS-ESI+ (m/z): [M+H]+ calcd for C27H28ClN2O3: 463.98; found: 463.86. 1H-NMR: 400 MHz, (CD3CN) δ: 6.46 (br s, 1H); 8.24 (br s, 1H); 7.73 (br s, 1H); 7.65 (s,... Starting materials: N([C@@H](CC1=CC=CC=C1)C(=O)O)C(=O)OCC1C2=CC=CC=C2C2=CC=CC=C12 (Fmoc-Phe), ON1C(CCC1=O)=O (N-hydroxysuccinimide), C1CCC(CC1)N=C=NC2CCCCC2 (DCC). Solvent: C(Cl)Cl (methylene chloride). Run at time 8 hour. The product is N([C@@H](CC1=CC=CC=C1)C(=O)ON1C(=O)CCC1=O)C(=O)OCC1C2=CC=CC=C2C2=CC=CC=C12 (Fmoc-Phe-OSu). The yield is 113.8%. Reaction SMILES: [NH:1]([C:13]([O:15][CH2:16][CH:17]1[C:29]2[C:24](=[CH:25][CH:26]=[CH:27][CH:28]=2)[C:23]2[C:18]1=[CH:19][CH:20]=[CH:21][CH:22]=2)=[O:14])[C@H:2]([C:10]([OH:12])=[O:11])[CH2:3][C:4]1[CH:9]=[CH:8][CH:7]=[CH:6][CH:5]=1.O[N:31]1[C:35](=[O:36])[CH2:34][CH2:33][C:32]1=[O:37].C1CCC(N=C=NC2CCCCC2)CC1>C(Cl)Cl>[NH:1]([C:13]([O:15][CH2:16][CH:17]1[C:29]2[C:24](=[CH:25][CH:26]=[CH:27][CH:28]=2)[C:23]2[C:18]1=[CH:19][CH:20]=[CH:21][CH:22]=2)=[O:14])[C@H:2]([C:10]([O:12][N:31]1[C:35](=[O:36])[CH2:34][CH2:33][C:32]1=[O:37])=[O:11])[CH2:3][C:4]1[CH:9]=[CH:8][CH:7]=[CH:6][CH:5]=1. Procedure: To a suspension of Fmoc-Phe (1.9442 g, 5.0186 mmol, 1.0 eq) and N-hydroxysuccinimide (0.6095 g, 5.2959 mmol, 1.06 eq) in methylene chloride (50 ml) cooled in an ice bath, was added DCC (1.0880 g, 5.2731 mmol, 1.05 eq). The mixture was stirred at room temperature overnight. The resulting DCU was removed by filtration and the filtrate was condensed and dried in vacuo to give 2.7664 g of white foam.